Dataset: the Open Reaction Database (ORD), a public repository of structured organic reaction records. Task: describe an organic reaction: reactants, conditions, products, and yield The reactants are C1(C=2C(C(N1)=O)=CC=CC2)=O (phthalimide), C1(=CC=CC=C1)P(C1=CC=CC=C1)C1=CC=CC=C1 (triphenylphosphine), N(=NC(=O)OCC)C(=O)OCC (diethyl azodicarboxylate), ClC1=C(C=CC=C1)C(C1=C(C=CC(=C1)[N+](=O)[O-])N1C(=NC=C1C)CO)=O (2'-chloro-5-nitro-2-[5-methyl-2-(hydroxymethyl)imidazol-1-yl]benzophenone). Yields the product ClC1=C(C=CC=C1)C(C1=C(C=CC(=C1)[N+](=O)[O-])N1C(=NC=C1C)CN1C(C=2C(C1=O)=CC=CC2)=O)=O (2'-chloro-5-nitro-2-[5-methyl-2-(phthalimidomethyl)imidazol-1-yl]benzophenone). RXN SMILES: [Cl:1][C:2]1[CH:7]=[CH:6][CH:5]=[CH:4][C:3]=1[C:8](=[O:26])[C:9]1[CH:14]=[C:13]([N+:15]([O-:17])=[O:16])[CH:12]=[CH:11][C:10]=1[N:18]1[C:22]([CH3:23])=[CH:21][N:20]=[C:19]1[CH2:24]O.[C:27]1(=[O:37])[NH:31][C:30](=[O:32])[C:29]2=[CH:33][CH:34]=[CH:35][CH:36]=[C:28]12.C1(P(C2C=CC=CC=2)C2C=CC=CC=2)C=CC=CC=1.N(C(OCC)=O)=NC(OCC)=O>>[Cl:1][C:2]1[CH:7]=[CH:6][CH:5]=[CH:4][C:3]=1[C:8](=[O:26])[C:9]1[CH:14]=[C:13]([N+:15]([O-:17])=[O:16])[CH:12]=[CH:11][C:10]=1[N:18]1[C:22]([CH3:23])=[CH:21][N:20]=[C:19]1[CH2:24][N:31]1[C:30](=[O:32])[C:29]2=[CH:33][CH:34]=[CH:35][CH:36]=[C:28]2[C:27]1=[O:37]. Procedure: In the manner given in Example 17, 2'-chloro-5-nitro-2-[5-methyl-2-(hydroxymethyl)imidazol-1-yl]benzophenone is treated with phthalimide and triphenylphosphine and finally with diethyl azodicarboxylate to give 2'-chloro-5-nitro-2-[5-methyl-2-(phthalimidomethyl)imidazol-1-yl]benzophenone. Starting materials: solution, CC(C)([O-])C.[K+] (potassium t-butoxide), O1CCCC1 (tetrahydrofuran), C1(=CC=CC=C1)N(C1=CC=C(C=O)C=C1)C1=CC=CC=C1 (4-(diphenylamino)benzaldehyde), O1CCCC1 (tetrahydrofuran). The reagents and catalysts are [Br-].C[P+](C1=CC=CC=C1)(C1=CC=CC=C1)C1=CC=CC=C1 (methyltriphenyl phosphonium bromide). The solvent is O (Water). Run at time 17 hour. Product: C1(=CC=CC=C1)N(C1=CC=C(C=C)C=C1)C1=CC=CC=C1 (p-diphenylaminostyrene). RXN SMILES: [C:1]1([N:7]([C:16]2[CH:21]=[CH:20][CH:19]=[CH:18][CH:17]=2)[C:8]2[CH:15]=[CH:14][C:11]([CH:12]=O)=[CH:10][CH:9]=2)[CH:6]=[CH:5][CH:4]=[CH:3][CH:2]=1.O1CCC[CH2:23]1.CC(C)([O-])C.[K+]>[Br-].C[P+](C1C=CC=CC=1)(C1C=CC=CC=1)C1C=CC=CC=1.O>[C:1]1([N:7]([C:16]2[CH:21]=[CH:20][CH:19]=[CH:18][CH:17]=2)[C:8]2[CH:15]=[CH:14][C:11]([CH:12]=[CH2:23])=[CH:10][CH:9]=2)[CH:6]=[CH:5][CH:4]=[CH:3][CH:2]=1 |f:2.3,4.5|. Procedure: To a mixture of 4-(diphenylamino)benzaldehyde (20.06 g, 73 mmol, Fluka Chemical Co., Milwaukee, Wis.), methyltriphenyl phosphonium bromide (26.22 g, 73 mmol) and dry tetrahydrofuran (450 mL) under nitrogen was added a 1M solution of potassium t-butoxide in tetrahydrofuran (80 mL, 80 mmol) over 5 minutes. The mixture was stirred for 17 hours at room temperature. Water (400 mL) was added and the tetrahydrofuran was removed under reduced pressure. The mixture was extracted with ether, and the combi... Procedure details: 2-[(4-{2-[(4′-Fluorobiphenyl-4-yl)methoxy]ethyl}-1,3-thiazol-2-yl)thio]-2-methylpropionic acid ethyl ester (400 mg) synthesized in Example 155-3 was dissolved in methanol (4 mL) and tetrahydrofuran (4 mL), aqueous sodium hydroxide solution (1 mol/L, 2 mL) was added, and the mixture was stirred at room temperature for 4 hr. The reaction mixture was concentrated under reduced pressure, aqueous 10% citric acid solution was added, and the mixture was extracted with ethyl acetate. The organic layer w... The reactants are C(C)OC(C(C)(C)SC=1SC=C(N1)CCOCC1=CC=C(C=C1)C1=CC=C(C=C1)F)=O (2-[(4-{2-[(4′-fluorobiphenyl-4-yl)methoxy]ethyl}-1,3-thiazol-2-yl)thio]-2-methylpropionic acid ethyl ester), [OH-].[Na+] (sodium hydroxide). Solvent: CO (methanol), O1CCCC1 (tetrahydrofuran). Product: FC1=CC=C(C=C1)C1=CC=C(C=C1)COCCC=1N=C(SC1)SC(C(=O)O)(C)C (2-[(4-{2-[(4′-fluorobiphenyl-4-yl)methoxy]ethyl}-1,3-thiazol-2-yl)thio]-2-methylpropionic acid). Reaction conditions: time 4 hour. Reaction SMILES: C([O:3][C:4](=[O:31])[C:5]([S:8][C:9]1[S:10][CH:11]=[C:12]([CH2:14][CH2:15][O:16][CH2:17][C:18]2[CH:23]=[CH:22][C:21]([C:24]3[CH:29]=[CH:28][C:27]([F:30])=[CH:26][CH:25]=3)=[CH:20][CH:19]=2)[N:13]=1)([CH3:7])[CH3:6])C.[OH-].[Na+]>CO.O1CCCC1>[F:30][C:27]1[CH:28]=[CH:29][C:24]([C:21]2[CH:20]=[CH:19][C:18]([CH2:17][O:16][CH2:15][CH2:14][C:12]3[N:13]=[C:9]([S:8][C:5]([CH3:7])([CH3:6])[C:4]([OH:31])=[O:3])[S:10][CH:11]=3)=[CH:23][CH:22]=2)=[CH:25][CH:26]=1 |f:1.2|. The yield is 65.2%.